This data is from the Open Reaction Database (ORD), a public repository of structured organic reaction records. The task is: describe an organic reaction: reactants, conditions, products, and yield Starting materials: C1(=CC=C(C=C1)S(=O)(=O)O)C.CC1=NN2C(C=CC=C2)=C1C=1SC(=C(N1)C1=CC=CC=C1)C1=NN=CN1 (2-methyl-3-[4-phenyl-5-(4H-1,2,4-triazol-3-yl)-1,3-thiazol-2-yl]pyrazolo[1,5-a]pyridine p-toluenesulfonate), ClC(C(=O)OCC)C(=O)OCC (diethyl chloromalonate). Solvent: CC(C)O (2-propanol). Run at temperature 90 celsius, time 4 hour. The product is OC=1N=C(SC1C(=O)OCC)C=1C(=NN2C1C=CC=C2)C (ethyl 4-hydroxy-2-(2-methylpyrazolo[1,5-a]pyridin-3-yl)-1,3-thiazole-5-carboxylate). Isolated yield 63.7%. RXN SMILES: C1(C)C=CC(S(O)(=O)=O)=CC=1.[CH3:12][C:13]1[C:21]([C:22]2[S:23]C(C3NC=NN=3)=C(C3C=CC=CC=3)[N:26]=2)=[C:16]2[CH:17]=[CH:18][CH:19]=[CH:20][N:15]2[N:14]=1.Cl[CH:39]([C:45]([O:47]CC)=O)[C:40]([O:42][CH2:43][CH3:44])=[O:41]>CC(O)C>[OH:47][C:45]1[N:26]=[C:22]([C:21]2[C:13]([CH3:12])=[N:14][N:15]3[CH:20]=[CH:19][CH:18]=[CH:17][C:16]=23)[S:23][C:39]=1[C:40]([O:42][CH2:43][CH3:44])=[O:41] |f:0.1|. Procedure details: A suspension of 2-methylpyrazolo[1,5-a]pyridine-3-carbothioamide hydrochloride (1.7 g, 7.5 mmol) produced in Example 11-B (v) and diethyl chloromalonate (2.0 g, 11 mmol) in 2-propanol (25 mL) was stirred at 90° C. for 4 hr with heating. The reaction mixture was cooled to room temperature, and the precipitated solid was collected by filtration and dried to give ethyl 4-hydroxy-2-(2-methylpyrazolo[1,5-a]pyridin-3-yl)-1,3-thiazole-5-carboxylate (1.45 g, 64%) as a yellow solid. The reactants are NC1=C(C=CC=C1)C(C(C)C)=O (1-(2-aminophenyl)-2-methyl-1-propanone), FC1=CC=C(C(=O)CC(=O)OCC)C=C1 (ethyl p-fluorobenzoylacetate), OS(=O)(=O)O (H2SO4), ice, [NH4+].[OH-] (NH4OH). The solvent is CCCCCC (hexane), CCOC(=O)C (EtOAc), CC(=O)O (HOAc), O (H2O). Yields the product FC1=CC=C(C=C1)C1=NC2=CC=CC=C2C(=C1C(=O)OCC)C(C)C (2-(4-fluorophenyl)-4-(1-methylethyl)-3-quinoline-carboxylic acid, ethyl ester). RXN SMILES: [NH2:1][C:2]1[CH:7]=[CH:6][CH:5]=[CH:4][C:3]=1[C:8](=O)[CH:9]([CH3:11])[CH3:10].[F:13][C:14]1[CH:27]=[CH:26][C:17]([C:18]([CH2:20][C:21]([O:23][CH2:24][CH3:25])=[O:22])=O)=[CH:16][CH:15]=1.OS(O)(=O)=O.[NH4+].[OH-]>CC(O)=O.O.CCCCCC.CCOC(C)=O>[F:13][C:14]1[CH:27]=[CH:26][C:17]([C:18]2[C:20]([C:21]([O:23][CH2:24][CH3:25])=[O:22])=[C:8]([CH:9]([CH3:11])[CH3:10])[C:3]3[C:2](=[CH:7][CH:6]=[CH:5][CH:4]=3)[N:1]=2)=[CH:16][CH:15]=1 |f:3.4|. Procedure: A mixture of 1-(2-aminophenyl)-2-methyl-1-propanone (5.526 gm, 33.9 mmol), ethyl p-fluorobenzoylacetate (7.12 gm, 33.9 mmol) and concentrated H2SO4 (0.34 ml) in glacial HOAc (34 ml) was refluxed for 22 hours. The reaction mixture was cooled to room temperature and poured into an ice-cold solution of concentrated NH4OH (48 ml) in H2O (120 ml). The resulting mixture was extracted twice with Et2O and the combined Et2O layers were washed with H2O and brine, then dried (Na2SO4), filtered and stripped...